This data is from the Open Reaction Database (ORD), a public repository of structured organic reaction records. The task is: describe an organic reaction: reactants, conditions, products, and yield The reactants are COC(=O)C1CC(CCC1)NC(=O)C=1C=C(C(=O)OC)C=CC1OCCCC1=CC=C(C=C1)OCCCCOC1=CC=CC=C1 (methyl 3-({[3-(methoxycarbonyl)cyclohexyl]-amino}carbonyl)-4-{3-[4-(4-phenoxybutoxy)phenyl]propoxy}benzoate), [OH-].[Na+] (sodium hydroxide), Cl (hydrochloric acid). Run in O1CCCC1 (tetrahydrofuran), CO (methanol). Reaction conditions: temperature 60 celsius. Product: C(=O)(O)C1CC(CCC1)NC(=O)C=1C=C(C(=O)O)C=CC1OCCCC1=CC=C(C=C1)OCCCCOC1=CC=CC=C1 (3-{[(3-Carboxycyclohexyl)amino]carbonyl}-4-{3-[4-(4-phenoxybutoxy)phenyl]-propoxy}benzoic acid). The yield is 96.7%. As a reaction SMILES: C[O:2][C:3]([CH:5]1[CH2:10][CH2:9][CH2:8][CH:7]([NH:11][C:12]([C:14]2[CH:15]=[C:16]([CH:21]=[CH:22][C:23]=2[O:24][CH2:25][CH2:26][CH2:27][C:28]2[CH:33]=[CH:32][C:31]([O:34][CH2:35][CH2:36][CH2:37][CH2:38][O:39][C:40]3[CH:45]=[CH:44][CH:43]=[CH:42][CH:41]=3)=[CH:30][CH:29]=2)[C:17]([O:19]C)=[O:18])=[O:13])[CH2:6]1)=[O:4].[OH-].[Na+].Cl>O1CCCC1.CO>[C:3]([CH:5]1[CH2:10][CH2:9][CH2:8][CH:7]([NH:11][C:12]([C:14]2[CH:15]=[C:16]([CH:21]=[CH:22][C:23]=2[O:24][CH2:25][CH2:26][CH2:27][C:28]2[CH:33]=[CH:32][C:31]([O:34][CH2:35][CH2:36][CH2:37][CH2:38][O:39][C:40]3[CH:41]=[CH:42][CH:43]=[CH:44][CH:45]=3)=[CH:30][CH:29]=2)[C:17]([OH:19])=[O:18])=[O:13])[CH2:6]1)([OH:4])=[O:2] |f:1.2|. Procedure: A solution of 638 mg of methyl 3-({[3-(methoxycarbonyl)cyclohexyl]-amino}carbonyl)-4-{3-[4-(4-phenoxybutoxy)phenyl]propoxy}benzoate (racemate B) in 4 ml of tetrahydrofuran (THF) and 4 ml of methanol is mixed with 4 ml of 2 molar sodium hydroxide solution and heated at 60° C. for one hour. The pH is then adjusted to a value of 3-4 with 2 molar hydrochloric acid, and the mixture is extracted with ethyl acetate. The organic extract is washed with saturated sodium chloride solution and dried over an... The reactants are C1(=CC=CC=C1)C=1N=C(NC1C=1C=NC=CC1)S (4-Phenyl-5-(3-pyridyl)-1H-2-imidazolethiol), FC(=C(F)F)F (tetrafluoroethylene). Product: C1(=CC=CC=C1)C=1N=C(NC1C=1C=NC=CC1)SC(C(F)F)(F)F (4-Phenyl-5-(3-pyridyl)-2-(1,1,2,2-tetrafluoroethylthio)-1H-imidazole). RXN SMILES: [C:1]1([C:7]2[N:8]=[C:9]([SH:18])[NH:10][C:11]=2[C:12]2[CH:13]=[N:14][CH:15]=[CH:16][CH:17]=2)[CH:6]=[CH:5][CH:4]=[CH:3][CH:2]=1.[F:19][C:20]([F:24])=[C:21]([F:23])[F:22]>>[C:1]1([C:7]2[N:8]=[C:9]([S:18][C:21]([F:23])([F:22])[CH:20]([F:24])[F:19])[NH:10][C:11]=2[C:12]2[CH:13]=[N:14][CH:15]=[CH:16][CH:17]=2)[CH:2]=[CH:3][CH:4]=[CH:5][CH:6]=1. Procedure: 4-Phenyl-5-(3-pyridyl)-1H-2-imidazolethiol (2.0 g; 7.9 mmoles) was reacted with 5.0 g (50 mmoles) of tetrafluoroethylene and the crude product purified by chromatography on Silicar CCNo. 7 with chloroform to afford 800 mg of 4-phenyl 5-(3-pyridyl)-2-(1,1,2,2-tetrafluoroethylthio)-1H-imidazole, m.p. 153°-154° (recrystallized from toluene). The reactants are FC(F)(F)c1cc(Br)ccc1Cl, OC1CCNC1. The product is OC1CCN(c2ccc(Cl)c(C(F)(F)F)c2)C1. RXN SMILES: [Br:1][c:2]1[cH:3][c:4]([C:9]([F:10])([F:11])[F:12])[c:5]([Cl:8])[cH:6][cH:7]1.[OH:13][CH:14]1[CH2:15][NH:16][CH2:17][CH2:18]1>>[c:2]1([N:16]2[CH2:15][CH:14]([OH:13])[CH2:18][CH2:17]2)[cH:3][c:4]([C:9]([F:10])([F:11])[F:12])[c:5]([Cl:8])[cH:6][cH:7]1.